describe an organic reaction: reactants, conditions, products, and yield From a dataset of the Open Reaction Database (ORD), a public repository of structured organic reaction records. The reactants are OC=1C=C(OC2=C(C=C(C=C2)OC2=CC(=C(C=C2)[N+](=O)[O-])O)C(C)(C)C)C=CC1[N+](=O)[O-] (1,4-bis(3-hydroxy-4-nitrophenoxy)-2-tert-butyl benzene), [K+].[Br-] (KBr). Product: NC1=C(C=C(OC2=C(C=C(C=C2)OC2=CC(=C(C=C2)N)O)C(C)(C)C)C=C1)O (1,4-Bis(4-amino-3-hydroxyphenoxy)-2-tert-butyl benzene). Yield: 80.2%. RXN SMILES: [OH:1][C:2]1[CH:3]=[C:4]([CH:27]=[CH:28][C:29]=1[N+:30]([O-])=O)[O:5][C:6]1[CH:11]=[CH:10][C:9]([O:12][C:13]2[CH:18]=[CH:17][C:16]([N+:19]([O-])=O)=[C:15]([OH:22])[CH:14]=2)=[CH:8][C:7]=1[C:23]([CH3:26])([CH3:25])[CH3:24].[K+].[Br-]>>[NH2:30][C:29]1[CH:28]=[CH:27][C:4]([O:5][C:6]2[CH:11]=[CH:10][C:9]([O:12][C:13]3[CH:18]=[CH:17][C:16]([NH2:19])=[C:15]([OH:22])[CH:14]=3)=[CH:8][C:7]=2[C:23]([CH3:26])([CH3:24])[CH3:25])=[CH:3][C:2]=1[OH:1] |f:1.2|. Procedure: 1,4-Bis(4-amino-3-hydroxyphenoxy)-2-tert-butyl benzene was synthesized in a manner analogous to Example 2 from 1,4-bis(3-hydroxy-4-nitrophenoxy)-2-tert-butyl benzene. Yield: 80.2%; mp 110˜113° C.; IR (KBr): 3400, 3360, 3210, 1576, 1499 cm−1; MS (EI) m/z 380 (M+, 100); Elemental Anal. Calcd. for C22H24N2O4: C, 69.47; H, 6.32; N, 7.37. Found: C, 69.24; H, 6.43; N, 7.31.